From a dataset of the Open Reaction Database (ORD), a public repository of structured organic reaction records. describe an organic reaction: reactants, conditions, products, and yield Starting materials: CCOC(C)=O, O=[N+]([O-])c1cc([N+](=O)[O-])c2ccccc2c1OS(=O)(=O)C(F)(F)F, [I-], [Na+]. Yields the product O=[N+]([O-])c1cc([N+](=O)[O-])c2ccccc2c1I. RXN SMILES: [CH3:27][CH2:28][O:29][C:30]([CH3:31])=[O:32].[F:1][C:2]([F:3])([F:4])[S:5]([O:6][c:7]1[c:8]([N+:20](=[O:21])[O-:22])[cH:9][c:10]([N+:17](=[O:18])[O-:19])[c:11]2[cH:12][cH:13][cH:14][cH:15][c:16]12)(=[O:23])=[O:24].[I-:25].[Na+:26]>>[c:7]1([I:25])[c:8]([N+:20](=[O:21])[O-:22])[cH:9][c:10]([N+:17](=[O:18])[O-:19])[c:11]2[cH:12][cH:13][cH:14][cH:15][c:16]12. The reactants are COC1=CC=C(COC2=CN=CC=3C(C=4C=5C(=NN(C5C=CC4NCCN(C)C)C)C23)=O)C=C1 (10-p-Methoxybenzyloxy-5-[[2-(dimethylamino)ethyl]amino]-2-methylisoquino [5,6,7-cd]indazole-6(2H)-one), C([O-])(O)=O.[Na+] (sodium bicarbonate). The solvent is ClCCl (dichloromethane), ClCCl (dichloromethane). Conditions: time 2 hour. Yields the product CN(CCNC1=C2C=3C(=NN(C3C=C1)C)C=1C(=CN=CC1C2=O)O)C (5-[[2-(dimethylamino)ethyl]amino]-2-methyl-10-hydroxyisoquino[5,6,7-cd]indazole-6(2H)-one). Reaction SMILES: COC1C=CC(C[O:8][C:9]2[C:31]3[C:17]4=[N:18][N:19]([CH3:30])[C:20]5[CH:21]=[CH:22][C:23]([NH:24][CH2:25][CH2:26][N:27]([CH3:29])[CH3:28])=[C:15]([C:16]=54)[C:14](=[O:32])[C:13]=3[CH:12]=[N:11][CH:10]=2)=CC=1.C(=O)(O)[O-].[Na+]>ClCCl>[CH3:28][N:27]([CH3:29])[CH2:26][CH2:25][NH:24][C:23]1[CH:22]=[CH:21][C:20]2[N:19]([CH3:30])[N:18]=[C:17]3[C:31]4[C:9]([OH:8])=[CH:10][N:11]=[CH:12][C:13]=4[C:14](=[O:32])[C:15]=1[C:16]=23 |f:1.2|. Procedure: To a mixture of 10-(p-methoxybenzyloxy)-5-[[2-(dimethylamino)ethyl]amino]-2-methylisoquino[5,6,7-cd]indazole-6(2H)-one of Example 28(0.010 g) in dichloromethane (1 mL) trifluoroacetic acid is added upon which all solid is in solution. After 1 h the mixture is diluted with dichloromethane (3 mL) and a saturated solution of sodium bicarbonate (5 mL) is added. The dichloromethane layer is separated and the aqueous phase extracted with dichloromethane (3×8 mL). The extracts are dried over magnesium ... Reactants: ClC1=NC(=CC(=N1)C=1C(=NNC1)C1=CC(=CC(=C1)C)OC)NC[C@H](C)O (4-[2-chloro-6-(2(S)-hydroxypropylamino)-pyrimidin-4-yl]-3-(3-methoxy-5-methylphenyl)-1H-pyrazol), C([O-])([O-])=O.[K+].[K+] (potassium carbonate), ICC#N (Iodoacetonitrile). The solvent is CC(=O)C (acetone). Product: ClC1=NC(=CC(=N1)C=1C(=NN(C1)CC#N)C1=CC(=CC(=C1)C)OC)NC[C@H](C)O ([4-[2-chloro-6-(2(S)-hydroxy-propylamino)-pyrimidin-4-yl]-3-(3-methoxy-5-methylphenyl)-pyrazol-1-yl]acetonitrile). The yield is 43.4%. RXN SMILES: [Cl:1][C:2]1[N:7]=[C:6]([C:8]2[C:9]([C:13]3[CH:18]=[C:17]([CH3:19])[CH:16]=[C:15]([O:20][CH3:21])[CH:14]=3)=[N:10][NH:11][CH:12]=2)[CH:5]=[C:4]([NH:22][CH2:23][C@@H:24]([OH:26])[CH3:25])[N:3]=1.C(=O)([O-])[O-].[K+].[K+].I[CH2:34][C:35]#[N:36]>CC(C)=O>[Cl:1][C:2]1[N:7]=[C:6]([C:8]2[C:9]([C:13]3[CH:18]=[C:17]([CH3:19])[CH:16]=[C:15]([O:20][CH3:21])[CH:14]=3)=[N:10][N:11]([CH2:34][C:35]#[N:36])[CH:12]=2)[CH:5]=[C:4]([NH:22][CH2:23][C@@H:24]([OH:26])[CH3:25])[N:3]=1 |f:1.2.3|. Reported procedure: In a two-necked round-bottom flask, 4-[2-chloro-6-(2(S)-hydroxypropylamino)-pyrimidin-4-yl]-3-(3-methoxy-5-methylphenyl)-1H-pyrazol (900 mg, 2.4 mmol) was dissolved in acetone (30 mL) to which finely ground potassium carbonate (1.66 g, 12 mmol) was then added and refluxed for 2 hours. Iodoacetonitrile (0.2 mL, 3.36 mmol) was dropwise added, followed by reflux for an additional 2 hours. After completion of the reaction, the solvent was removed by vacuum distillation. The reaction mixture was diss... Starting materials: BrCCc1sccc1CBr, COC(=O)C(N)c1ccccc1Cl, CC#N, CCN(C(C)C)C(C)C, Cl. The product is COC(=O)C(c1ccccc1Cl)N1CCc2sccc2C1. RXN SMILES: [Br:1][CH2:2][CH2:3][c:4]1[s:5][cH:6][cH:7][c:8]1[CH2:9][Br:10].[CH3:12][O:13][C:14]([CH:15]([NH2:16])[c:17]1[c:18]([Cl:23])[cH:19][cH:20][cH:21][cH:22]1)=[O:24].[CH3:34][C:35]#[N:36].[CH:25]([N:26]([CH:27]([CH3:28])[CH3:29])[CH2:30][CH3:31])([CH3:32])[CH3:33].[ClH:11]>>[CH2:2]1[CH2:3][c:4]2[s:5][cH:6][cH:7][c:8]2[CH2:9][N:16]1[CH:15]([C:14]([O:13][CH3:12])=[O:24])[c:17]1[c:18]([Cl:23])[cH:19][cH:20][cH:21][cH:22]1. Procedure details: To a solution of oxime 99 (7.65 g, 33 mmol) in 1-pentanol (130 mL) at 120° C., was added sodium metal (7.6 g, 0.33 mol, 10.0 equiv) portionwise over 2 h. The mixture was stirred and heated under reflux conditions for 5 h, then was cooled to 5° C. The reaction mixture was slowly acidified with 6M HCl to a pH of 2 then was further extracted with 6M HCl (3×100 mL). The aqueous layer was gradually made basic by the addition of 5M NaOH to a pH of 10. The resulting aqueous solution was extracted with ... As a reaction SMILES: [CH2:1]([N:8]1[CH:13]2[CH2:14][CH2:15][CH:9]1[CH2:10][C:11](=[N:16]O)[CH2:12]2)[C:2]1[CH:7]=[CH:6][CH:5]=[CH:4][CH:3]=1.[Na].Cl>C(O)CCCC>[CH2:1]([N:8]1[CH:9]2[CH2:15][CH2:14][CH:13]1[CH2:12][CH:11]([NH2:16])[CH2:10]2)[C:2]1[CH:3]=[CH:4][CH:5]=[CH:6][CH:7]=1 |^1:17|. Conditions: temperature 5 celsius. The solvent is C(CCCC)O (1-pentanol). Yield: 36.4%. Product: C(C1=CC=CC=C1)N1C2CC(CC1CC2)N (8-benzyl-8-azabicyclo[3.2.1]octan-3-amine). Starting materials: C(C1=CC=CC=C1)N1C2CC(CC1CC2)=NO (8-benzyl-8-azabicyclo[3.2.1]octan-3-one oxime), [Na] (sodium), Cl (HCl). The reactants are CCOP(=O)(Cl)Cl, CCNCCCNCC, [NH2-], P. Yields the product CCOP1(=O)N(CC)CCCN1CC. Reaction SMILES: [CH2:10]([CH3:11])[O:12][P:13](=[O:14])([Cl:15])[Cl:16].[CH2:1]([CH3:2])[NH:3][CH2:4][CH2:5][CH2:6][NH:7][CH2:8][CH3:9].[NH2-:18].[P:17]>>[CH2:1]([CH3:2])[N:3]1[CH2:4][CH2:5][CH2:6][N:7]([CH2:8][CH3:9])[P:13]1([O:12][CH2:10][CH3:11])=[O:14].